This data is from the Open Reaction Database (ORD), a public repository of structured organic reaction records. The task is: describe an organic reaction: reactants, conditions, products, and yield Starting materials: C(CCC)=C1C(N(C(S1)=O)CCCCSC1=NC=CC=2N1C=CN2)=O (5-butylidene-3-[4-(imidazo[1,2-c]pyrimidin-5-ylthio)butyl]thiazolidine-2,4-dione), Cl.C(C)(=O)OCC (hydrochloric acid ethyl acetate). Run in CO (methanol). Product: Cl.C(CCC)=C1C(N(C(S1)=O)CCCCSC1=NC=CC=2N1C=CN2)=O (5-butylidene-3-[4-(imidazo[1,2-c]pyrimidin-5-ylthio)butyl]thiazolidine-2,4-dione hydrochloride). RXN SMILES: [CH:1](=[C:5]1[S:9][C:8](=[O:10])[N:7]([CH2:11][CH2:12][CH2:13][CH2:14][S:15][C:16]2[N:21]3[CH:22]=[CH:23][N:24]=[C:20]3[CH:19]=[CH:18][N:17]=2)[C:6]1=[O:25])[CH2:2][CH2:3][CH3:4].[ClH:26].C(OCC)(=O)C>CO>[ClH:26].[CH:1](=[C:5]1[S:9][C:8](=[O:10])[N:7]([CH2:11][CH2:12][CH2:13][CH2:14][S:15][C:16]2[N:21]3[CH:22]=[CH:23][N:24]=[C:20]3[CH:19]=[CH:18][N:17]=2)[C:6]1=[O:25])[CH2:2][CH2:3][CH3:4] |f:1.2,4.5|. Procedure details: To a methanol solution of 1.052 g (2.79 mmol) of 5-butylidene-3-[4-(imidazo[1,2-c]pyrimidin-5-ylthio)butyl]thiazolidine-2,4-dione, 3 ml of 4N hydrochloric acid-ethyl acetate was added, followed by stirring, after which the solvent was distilled off, to yield 0.914 g (79.3%, white powder) of the desired product.